This data is from the Open Reaction Database (ORD), a public repository of structured organic reaction records. The task is: describe an organic reaction: reactants, conditions, products, and yield Starting materials: C(C)(C)(C)C=1C(=C(C=O)C=C(C1)\C=C\C(C1=CC(=C(C(=C1)OC)OC)OC)=O)O ((E)-3-tert-butyl-2-hydroxy-5-(3-oxo-3-(3,4,5-trimethoxyphenyl)prop-1-enyl)benzaldehyde), C(C)(CC)C=1C(=C(C=O)C=C(C1)\C=C\C(C1=CC=C(C=C1)C)=O)O ((E)-3-sec-butyl-2-hydroxy-5-(3-oxo-3-p-tolylprop-1-enyl)benzaldehyde), C(CC(=O)OC)(=O)OC (dimethyl malonate), N1=CC=CC=C1 (pyridine), C1CCOC1 (THF). Product: C(C)(CC)C=1C=C(C=C2C=C(C(OC12)=O)C(=O)OCC)\C=C\C(C1=CC(=C(C(=C1)OC)OC)OC)=O ((E)-ethyl 8-sec-butyl-2-oxo-6-(3-oxo-3-(3,4,5-trimethoxyphenyl)prop-1-enyl)-2 H-chromene-3-carboxylate). Reaction SMILES: C(C1C(O)=C(C=C(/C=C/C(=O)C2C=C(OC)[C:19]([O:24][CH3:25])=[C:18]([O:26][CH3:27])[CH:17]=2)C=1)C=O)(C)(C)C.[CH:30]([C:34]1C(O)=[C:36]([CH:39]=[C:40](/[CH:42]=[CH:43]/[C:44](=[O:52])[C:45]2[CH:50]=[CH:49]C(C)=CC=2)[CH:41]=1)[CH:37]=O)([CH2:32][CH3:33])[CH3:31].[C:54]([O:61][CH3:62])(=[O:60])[CH2:55][C:56]([O:58][CH3:59])=[O:57].N1C=CC=C[CH:64]=1.C1C[O:72][CH2:71]C1>>[CH:30]([C:34]1[CH:41]=[C:40](/[CH:42]=[CH:43]/[C:44](=[O:52])[C:45]2[CH:17]=[C:18]([O:26][CH3:27])[C:19]([O:24][CH3:25])=[C:49]([O:72][CH3:71])[CH:50]=2)[CH:39]=[C:36]2[C:59]=1[O:58][C:56](=[O:57])[C:55]([C:54]([O:61][CH2:62][CH3:64])=[O:60])=[CH:37]2)([CH2:32][CH3:33])[CH3:31]. Procedure details: A solution of (E)-3-tert-butyl-2-hydroxy-5-(3-oxo-3-(3,4,5-trimethoxyphenyl)prop-1-enyl)benzaldehyde of formula III (0.5 g, 1.26 mmol), dimethyl malonate (0.20 g, 1.26 mmol) in THF (20 mL) was treated with pyridine (0.4 mL) and refluxed. Most of the excess solvent was evaporated under reduced pressure, and the residue was neutralized with acetic acid. To this residue water (40 mL) was added and extracted 3-fold with 20 mL of CHCl3. The combined organic layers were dried on Na2SO4, filtered, and ...